describe an organic reaction: reactants, conditions, products, and yield From a dataset of the Open Reaction Database (ORD), a public repository of structured organic reaction records. The reactants are OC=1C=C(C(=O)OCC)C=CC1 (Ethyl 3-hydroxybenzoate), C1(=CC=CC=C1)P(C1=CC=CC=C1)C1=CC=CC=C1 (triphenylphosphine), CC1=C(CO)C(=CC=C1)C (2,6-Dimethylbenzyl alcohol), N(=NC(=O)OC(C)C)C(=O)OC(C)C (diisopropyl azodicarboxylate). The solvent is C(C)OCC (diethyl ether), C1CCOC1 (THF), C1CCOC1 (THF), CN(C)C=O (DMF). Reaction conditions: time 3 hour. The product is CC1=C(COC=2C=C(C(=O)OCC)C=CC2)C(=CC=C1)C (Ethyl 3-(2,6-dimethylbenzyloxy)benzoate). As a reaction SMILES: [OH:1][C:2]1[CH:3]=[C:4]([CH:10]=[CH:11][CH:12]=1)[C:5]([O:7][CH2:8][CH3:9])=[O:6].C1(P(C2C=CC=CC=2)C2C=CC=CC=2)C=CC=CC=1.[CH3:32][C:33]1[CH:40]=[CH:39][CH:38]=[C:37]([CH3:41])[C:34]=1[CH2:35]O.N(C(OC(C)C)=O)=NC(OC(C)C)=O>C1COCC1.CN(C=O)C.C(OCC)C>[CH3:32][C:33]1[CH:40]=[CH:39][CH:38]=[C:37]([CH3:41])[C:34]=1[CH2:35][O:1][C:2]1[CH:3]=[C:4]([CH:10]=[CH:11][CH:12]=1)[C:5]([O:7][CH2:8][CH3:9])=[O:6]. Procedure: To a stirred solution of Ethyl 3-hydroxybenzoate (12.21 g, 73.47 mmol) and triphenylphosphine (21.01 g, 80.13 mmol) in dry THF (100 ml) was added dropwise a solution of 2,6-Dimethylbenzyl alcohol (10 g, 73.5 mmol) and diisopropyl azodicarboxylate (16.19 g, 80.13 mmol) in dry THF (35 ml) and dry DMF (15 ml) at ambient temperature. After three hours of stirring at room temperature, the reaction mixture was diluted with diethyl ether and washed twice with water and brine. The combined organic layer... Starting materials: OO (hydrogen peroxide), C(#N)C1=CC=C(C=C1)C=1N=C(SC1)C(C(CN1N=CN=C1)(O)C1=C(C=C(C=C1)F)F)C (3-[4-(4-Cyanophenyl)thiazol-2-yl]-2-(2,4-difluorophenyl)-1-(1H-1,2,4-triazol-1-yl)butan-2-ol), N1N=NN=C1 (1H-tetrazole), C(C)(C)N(P(OCC1=CC=CC=C1)OCC1=CC=CC=C1)C(C)C (dibenzyl diisopropylphosphoramidite). The reagents and catalysts are CN(C1=CC=NC=C1)C (4-dimethylaminopyridine). The solvent is C(Cl)Cl (methylene chloride). Conditions: temperature 0 celsius, time 30 minute. Yields the product P(=O)(OCC1=CC=CC=C1)(OCC1=CC=CC=C1)OC(CN1N=CN=C1)(C(C)C=1SC=C(N1)C1=CC=C(C=C1)C#N)C1=C(C=C(C=C1)F)F (Dibenzyl (2RS,3RS)-3-(4-[4-cyanophenyl]thiazol-2-yl)-2-(2,4-difluorophenyl)-1-(1H-1,2,4-triazol-1-yl)-2-butyl phosphate). The yield is 51.0%. RXN SMILES: [C:1]([C:3]1[CH:8]=[CH:7][C:6]([C:9]2[N:10]=[C:11]([CH:14]([CH3:31])[C:15]([C:23]3[CH:28]=[CH:27][C:26]([F:29])=[CH:25][C:24]=3[F:30])([OH:22])[CH2:16][N:17]3[CH:21]=[N:20][CH:19]=[N:18]3)[S:12][CH:13]=2)=[CH:5][CH:4]=1)#[N:2].N1C=NN=N1.C(N(C(C)C)[P:41]([O:50][CH2:51][C:52]1[CH:57]=[CH:56][CH:55]=[CH:54][CH:53]=1)[O:42][CH2:43][C:44]1[CH:49]=[CH:48][CH:47]=[CH:46][CH:45]=1)(C)C.[OH:61]O>CN(C)C1C=CN=CC=1.C(Cl)Cl>[P:41]([O:22][C:15]([C:23]1[CH:28]=[CH:27][C:26]([F:29])=[CH:25][C:24]=1[F:30])([CH:14]([C:11]1[S:12][CH:13]=[C:9]([C:6]2[CH:7]=[CH:8][C:3]([C:1]#[N:2])=[CH:4][CH:5]=2)[N:10]=1)[CH3:31])[CH2:16][N:17]1[CH:21]=[N:20][CH:19]=[N:18]1)([O:42][CH2:43][C:44]1[CH:45]=[CH:46][CH:47]=[CH:48][CH:49]=1)([O:50][CH2:51][C:52]1[CH:53]=[CH:54][CH:55]=[CH:56][CH:57]=1)=[O:61]. Procedure details: 3-[4-(4-Cyanophenyl)thiazol-2-yl]-2-(2,4-difluorophenyl)-1-(1H-1,2,4-triazol-1-yl)butan-2-ol (Example 88, EP 0667346, 900 mg, 2.06 mmol), 1H-tetrazole (432 mg, 6.18 mmol), 4-dimethylaminopyridine (100 mg, 0.82 mmol) and dibenzyl diisopropylphosphoramidite (1.42 g, 4.12 mmol) in methylene chloride (10 ml) were refluxed under a nitrogen atmosphere for 20 hours. The mixture was then cooled to 0° C., and hydrogen peroxide (2.5 ml, 30% solution in water) was added dropwise maintaining the temperature... Starting materials: O (water), solid, ClC1=CC=C(C=C1)C=1NC=CC1C#N (2-p-chlorophenyl-3-cyanopyrrole), ClS(=O)(=O)N=C=O (chlorosulfonyl isocyanate), CN(C=O)C (dimethylformamide). Solvent: C(OC)COC (dimethoxyethane). Reaction conditions: time 3 hour. The product is ClC1=CC=C(C=C1)C1=C(C=C(N1)C#N)C#N (5-(p-chlorophenyl)pyrrole-2,4-dicarbonitrile). As a reaction SMILES: [Cl:1][C:2]1[CH:7]=[CH:6][C:5]([C:8]2[NH:9][CH:10]=[CH:11][C:12]=2[C:13]#[N:14])=[CH:4][CH:3]=1.ClS([N:19]=[C:20]=O)(=O)=O.CN(C)C=O.O>C(COC)OC>[Cl:1][C:2]1[CH:3]=[CH:4][C:5]([C:8]2[NH:9][C:10]([C:20]#[N:19])=[CH:11][C:12]=2[C:13]#[N:14])=[CH:6][CH:7]=1. Procedure: A sample of 2-p-chlorophenyl-3-cyanopyrrole, prepared by the method of Example 4, (3.0 g, 0.015 mole) is dissolved in 50 mL of dry dimethoxyethane. To this solution is added chlorosulfonyl isocyanate (3.39 g, 0.024 mole). The addition is exothermic and some cooling is necessary. After stirring 3 hours at room temperature, dimethylformamide (6-7 mL) is added and the solution is stirred 4 hours more. The solution is then poured into water precipitating a white solid (3.4 g, 100%). A sample (1.0 g)... Reactants: Cc1cc(C2CC2)ncc1-c1cccc(C(=O)CC(=O)Nc2cc(C(F)(F)F)c(OCC(F)(F)F)cc2NC(=O)OC(C)(C)C)c1, ClCCl, O=C(O)C(F)(F)F. Yields the product Cc1cc(C2CC2)ncc1-c1cccc(C2=Nc3cc(OCC(F)(F)F)c(C(F)(F)F)cc3NC(=O)C2)c1. As a reaction SMILES: [C:1]([O:2][C:3](=[O:4])[NH:7][c:8]1[c:9]([NH:24][C:25]([CH2:26][C:27](=[O:5])[c:29]2[cH:30][c:31](-[c:35]3[cH:36][n:37][c:38]([CH:42]4[CH2:43][CH2:44]4)[cH:39][c:40]3[CH3:41])[cH:32][cH:33][cH:34]2)=[O:45])[cH:10][c:11]([C:20]([F:21])([F:22])[F:23])[c:12]([O:14][CH2:15][C:16]([F:17])([F:18])[F:19])[cH:13]1)([CH3:6])([CH3:28])[CH3:46].[Cl:54][CH2:55][Cl:56].[F:47][C:48]([F:49])([F:50])[C:51]([OH:52])=[O:53]>>[N:7]1=[C:27]([c:29]2[cH:30][c:31](-[c:35]3[cH:36][n:37][c:38]([CH:42]4[CH2:43][CH2:44]4)[cH:39][c:40]3[CH3:41])[cH:32][cH:33][cH:34]2)[CH2:26][C:25](=[O:45])[NH:24][c:9]2[c:8]1[cH:13][c:12]([O:14][CH2:15][C:16]([F:17])([F:18])[F:19])[c:11]([C:20]([F:21])([F:22])[F:23])[cH:10]2. The reactants are tetrakis-triphenylphosphane palladium, BrC=1C=C2C(=C(NC2=CC1)C(=O)OCC)C (ethyl 5-bromo-3-methyl-1H-indole-2-carboxylate), C(#C)[Si](C)(C)C (ethynyl-trimethyl-silane), N1CCCCC1 (piperidine), C1CCOC1 (THF). Reagents/catalysts: [Cu]I (CuI). The solvent is O (water). Run at temperature 60 celsius, time 14 hour. Product: CC1=C(N(C2=CC=C(C=C12)C#C[Si](C)(C)C)CCN1CCCC1)C(=O)OCC (ethyl 3-methyl-1-(2-pyrrolidin-1-yl-ethyl)-5-trimethylsilanylethynyl-1H-indole-2-carboxylate). RXN SMILES: Br[C:2]1[CH:3]=[C:4]2[C:8](=[CH:9][CH:10]=1)[NH:7][C:6]([C:11]([O:13][CH2:14][CH3:15])=[O:12])=[C:5]2[CH3:16].[C:17]([Si:19]([CH3:22])([CH3:21])[CH3:20])#[CH:18].[NH:23]1[CH2:28][CH2:27][CH2:26][CH2:25][CH2:24]1.[CH2:29]1COCC1>O.[Cu]I>[CH3:16][C:5]1[C:4]2[C:8](=[CH:9][CH:10]=[C:2]([C:18]#[C:17][Si:19]([CH3:22])([CH3:21])[CH3:20])[CH:3]=2)[N:7]([CH2:27][CH2:28][N:23]2[CH2:24][CH2:25][CH2:26][CH2:29]2)[C:6]=1[C:11]([O:13][CH2:14][CH3:15])=[O:12]. Procedure details: Under an argon atmosphere 577 mg (0.5 mmol) tetrakis-triphenylphosphane-palladium and 95 mg (0.5 mmol) CuI are added to a solution of 2.82 g (10 mmol) ethyl 5-bromo-3-methyl-1H-indole-2-carboxylate and 1.52 mL (11 mmol) ethynyl-trimethyl-silane in 3 mL (30 mmol) piperidine and 30 mL THF and the reaction mixture is stirred for 14 h at 60° C. It is diluted with water, extracted exhaustively with EtOAc, the combined organic phases are washed with saturated NaCl solution and dried over Na2SO4. After... Starting materials: Cc1ccc(F)cc1C(=O)O, NC1CCc2ccccc21. Reagents/catalysts: C1CCC(CC1)N=C=NC2CCCCC2 (DCC), CCN(CC)CC (TEA), C1=CC=C2C(=C1)C(=O)N(C2=O)O (N-Hydroxyphthalimide). Solvent: CN(C)C=O (DMF), CN(C)C=O (DMF), CN(C)C=O (DMF), CN(C)C=O (DMF), CN(C)C=O (DMF), CN(C)C=O (DMF). Run at temperature 25 celsius, time 2 hour. Product: Cc1ccc(F)cc1C(=O)NC1CCc2ccccc21. The yield is 45.8%. Reaction SMILES: NC1CCc2ccccc21.Cc1ccc(F)cc1C(=O)O.C1CCC(CC1)N=C=NC2CCCCC2.C1=CC=C2C(=C1)C(=O)N(C2=O)O.CCN(CC)CC.CN(C)C=O>>Cc1ccc(F)cc1C(=O)NC1CCc2ccccc21.